Task: describe an organic reaction: reactants, conditions, products, and yield. Dataset: the Open Reaction Database (ORD), a public repository of structured organic reaction records The reactants are C1(=CC=CC=C1)S(=O)(=O)Cl (benzenesulfonyl chloride), NC1=C(C(=NO1)C(F)(F)F)C (5-amino-4-methyl-3-trifluoromethylisoxazole). Reported procedure: This compound was prepared according to the method in Example 96 from benzenesulfonyl chloride and 5-amino-4-methyl-3-trifluoromethylisoxazole (see, U.S. Pat. No. 4,910,326 or corresponding EP A 0220947) in 72% yield as an off white solid after recrystallization from ethyl acetate/hexanes, m.p. 99.5°-100° C. Product: CC=1C(=NOC1NS(=O)(=O)C1=CC=CC=C1)C(F)(F)F (N-(4-Methyl-3-trifluoromethyl-5-isoxazolyl)benzenesulfonamide). Reaction SMILES: [C:1]1([S:7](Cl)(=[O:9])=[O:8])[CH:6]=[CH:5][CH:4]=[CH:3][CH:2]=1.[NH2:11][C:12]1[O:16][N:15]=[C:14]([C:17]([F:20])([F:19])[F:18])[C:13]=1[CH3:21]>>[CH3:21][C:13]1[C:14]([C:17]([F:20])([F:18])[F:19])=[N:15][O:16][C:12]=1[NH:11][S:7]([C:1]1[CH:6]=[CH:5][CH:4]=[CH:3][CH:2]=1)(=[O:9])=[O:8]. Yield: 72.0%. Reactants: [H-].[Na+] (sodium hydride), CN1C(NC(C=2NC=NC12)=O)=O (3-methylxanthine), C(C1=CC=CC=C1)(C1=CC=CC=C1)(C1=CC=CC=C1)Cl (trityl chloride). Run in CN(C=O)C (dimethylformamide), CN(C=O)C (dimethylformamide). Conditions: temperature 90 celsius, time 1.5 hour. Product: CN1C(NC(C=2N(C=NC12)C(C1=CC=CC=C1)(C1=CC=CC=C1)C1=CC=CC=C1)=O)=O (3-Methyl-7-tritylxanthine). As a reaction SMILES: [H-].[Na+].[CH3:3][N:4]1[C:12]2[N:11]=[CH:10][NH:9][C:8]=2[C:7](=[O:13])[NH:6][C:5]1=[O:14].[C:15](Cl)([C:28]1[CH:33]=[CH:32][CH:31]=[CH:30][CH:29]=1)([C:22]1[CH:27]=[CH:26][CH:25]=[CH:24][CH:23]=1)[C:16]1[CH:21]=[CH:20][CH:19]=[CH:18][CH:17]=1>CN(C)C=O>[CH3:3][N:4]1[C:12]2[N:11]=[CH:10][N:9]([C:15]([C:16]3[CH:21]=[CH:20][CH:19]=[CH:18][CH:17]=3)([C:28]3[CH:29]=[CH:30][CH:31]=[CH:32][CH:33]=3)[C:22]3[CH:23]=[CH:24][CH:25]=[CH:26][CH:27]=3)[C:8]=2[C:7](=[O:13])[NH:6][C:5]1=[O:14] |f:0.1|. Procedure details: 0.62 g (25.88 mmol) of sodium hydride was added in portions at 60° C. to a suspension of 3.9 g (23.5 mmol) of 3-methylxanthine in 85 ml of dimethylformamide, and the mixture was stirred at this temperature for 1.5 hours and heated to 90° C. 6.6 g (23.67 mmol) of trityl chloride in 30 ml of dimethylformamide were then added and the mixture was stirred at 90° C. for 3 hours. The solid was then filtered off hot with suction and the filtrate was concentrated under reduced pressure, the residue was t... Starting materials: [H-].[H-].[H-].[H-].[Li+].[Al+3] (LiAlH4), C(C)OC(NC1CCN(CC1)C(C)C)=O ((1-isopropyl-piperidin-4-yl)-carbamic acid ethyl ester), [H-].[H-].[H-].[H-].[Li+].[Al+3] (LiAlH4). Solvent: O (water), C(C)OCC (diethyl ether), C(C)OCC (diethyl ether), O (water). Product: C(C)(C)N1CCC(CC1)NC ((1-Isopropyl-piperidin-4-yl)-methyl-amine). RXN SMILES: [H-].[H-].[H-].[H-].[Li+].[Al+3].C(O[C:10](=O)[NH:11][CH:12]1[CH2:17][CH2:16][N:15]([CH:18]([CH3:20])[CH3:19])[CH2:14][CH2:13]1)C>O.C(OCC)C>[CH:18]([N:15]1[CH2:14][CH2:13][CH:12]([NH:11][CH3:10])[CH2:17][CH2:16]1)([CH3:20])[CH3:19] |f:0.1.2.3.4.5|. Reported procedure: 100 ml absolute diethyl ether were placed in a dry three-necked flask equipped with a condenser. 4.35 g LiAlH4 (6 equiv.) were added and the mixture was stirred at room temperature under an argon atmosphere. Carefully, 4.10 g (19.13 mmol) (1-isopropyl-piperidin-4-yl)-carbamic acid ethyl ester were added portionwise and the resulting mixture was refluxed for 7 h. Since the conversion was not complete, 1.00 g (≈1.4 equiv.) LiAlH4 was added and the mixture was refluxed for further 2 h. The reaction...